Dataset: the Open Reaction Database (ORD), a public repository of structured organic reaction records. Task: describe an organic reaction: reactants, conditions, products, and yield The reactants are C(=O)(OC(C)(C)C)OC(=O)OC(C)(C)C (Di-t-butyl dicarbonate), C([O-])([O-])=O.[Cs+].[Cs+] (cesium carbonate), C([O-])([O-])=O.[Cs+].[Cs+] (Cesium carbonate), NC1=NC(=CC(=N1)C1=CC=C(C=C1)C[C@@H](C(=O)O)NC(=O)OC(C)(C)C)Cl ((S)-3-(4-(2-Amino-6-chloropyrimidin-4-yl)phenyl)-2-(tert-butoxycarbonylamino)propanoic acid), ClC1=CC(=C(C=C1)[C@H](C(F)(F)F)O)N1N=C(C=C1)C ((R)-1-(4-chloro-2-(3-methyl-1H-pyrazol-1-yl)phenyl)-2,2,2-trifluoroethanol). Solvent: C1(=CC=CC=C1)C (Toluene), O (Water), O1CCOCC1 (dioxane). Run at temperature 20 celsius, time 2 hour. Yields the product NC1=NC(=CC(=N1)C1=CC=C(C=C1)C[C@@H](C(=O)O)NC(=O)OC(C)(C)C)O[C@@H](C(F)(F)F)C1=C(C=C(C=C1)Cl)N1N=C(C=C1)C ((S)-3-(4-(2-amino-6-((R)-1-(4-chloro-2-(3-methyl-1H-pyrazol-1-yl)phenyl)-2,2,2-trifluoroethoxy)pyrimidin-4-yl)phenyl)-2-(tert-butoxycarbonylamino)propanoic acid). Reaction SMILES: [Cl:1][C:2]1[CH:7]=[CH:6][C:5]([C@@H:8]([OH:13])[C:9]([F:12])([F:11])[F:10])=[C:4]([N:14]2[CH:18]=[CH:17][C:16]([CH3:19])=[N:15]2)[CH:3]=1.C(=O)([O-])[O-].[Cs+].[Cs+].[NH2:26][C:27]1[N:32]=[C:31]([C:33]2[CH:38]=[CH:37][C:36]([CH2:39][C@H:40]([NH:44][C:45]([O:47][C:48]([CH3:51])([CH3:50])[CH3:49])=[O:46])[C:41]([OH:43])=[O:42])=[CH:35][CH:34]=2)[CH:30]=[C:29](Cl)[N:28]=1.C(OC(OC(C)(C)C)=O)(OC(C)(C)C)=O>C1(C)C=CC=CC=1.O.O1CCOCC1>[NH2:26][C:27]1[N:32]=[C:31]([C:33]2[CH:38]=[CH:37][C:36]([CH2:39][C@H:40]([NH:44][C:45]([O:47][C:48]([CH3:51])([CH3:50])[CH3:49])=[O:46])[C:41]([OH:43])=[O:42])=[CH:35][CH:34]=2)[CH:30]=[C:29]([O:13][C@H:8]([C:5]2[CH:6]=[CH:7][C:2]([Cl:1])=[CH:3][C:4]=2[N:14]2[CH:18]=[CH:17][C:16]([CH3:19])=[N:15]2)[C:9]([F:12])([F:11])[F:10])[N:28]=1 |f:1.2.3|. Reported procedure: At a jacket temperature of 20° C. the reactor was charged with (R)-1-(4-chloro-2-(3-methyl-1H-pyrazol-1-yl)phenyl)-2,2,2-trifluoroethanol (4.23 kg; 1.1 equiv.) and dioxane (52 L; 10 volumes). At 80° C. jacket temperature and reduced pressure (160-150 mbar; corresponding inner temperature: 52-53° C.) 2.5 volumes of dioxane (13 L) were removed by distillation to remove moisture. The solution was cooled to 20° C. Cesium carbonate (6.52 kg; 1.5 equiv.) was added, and the mixture was heated to 95° C....